From a dataset of the Open Reaction Database (ORD), a public repository of structured organic reaction records. describe an organic reaction: reactants, conditions, products, and yield Starting materials: [OH-].[K+] (potassium hydroxide), ClC=1C=C(C=C(C1OCCCCN1C(C=2C(C1=O)=CC=CC2)=O)Cl)OCC=C(Cl)Cl (3,5-dichloro-4-(4-phthalimidobutyloxy)-1-(3,3-dichloro-2-propenyloxy)benzene), O.NN (hydrazine monohydrate), Cl (hydrochloric acid). The solvent is C(C)OCC (diethyl ether), C(C)O (ethanol), C(C)O (ethanol). Yields the product ClC=1C=C(C=C(C1OCCCCN)Cl)OCC=C(Cl)Cl (3,5-dichloro-4-(4-aminobutyloxy)-1-(3,3-dichloro-2-propenyloxy)benzene). Yield: 70.6%. Reaction SMILES: [Cl:1][C:2]1[CH:3]=[C:4]([O:25][CH2:26][CH:27]=[C:28]([Cl:30])[Cl:29])[CH:5]=[C:6]([Cl:24])[C:7]=1[O:8][CH2:9][CH2:10][CH2:11][CH2:12][N:13]1C(=O)C2=CC=CC=C2C1=O.O.NN.Cl.[OH-].[K+]>C(O)C.C(OCC)C>[Cl:1][C:2]1[CH:3]=[C:4]([O:25][CH2:26][CH:27]=[C:28]([Cl:30])[Cl:29])[CH:5]=[C:6]([Cl:24])[C:7]=1[O:8][CH2:9][CH2:10][CH2:11][CH2:12][NH2:13] |f:1.2,4.5|. Procedure details: A mixture of 14.5 g of 3,5-dichloro-4-(4-phthalimidobutyloxy)-1-(3,3-dichloro-2-propenyloxy)benzene, 1.73 ml of hydrazine monohydrate and 100 ml of ethanol was heated under reflux for 4 hours. The reaction mixture was made weak acidic by the addition of concentrated hydrochloric acid and further heated under reflux for 1 hour. The temperature of the reaction mixture was decreased to room temperature, after which the deposited solid was collected by filtration and the filtrate was concentrated to... Reactants: O=C(Nc1ccc(Cl)cn1)c1ccccc1NC(=O)C1CCNCC1, O=C(O)C(F)(F)F, O=Cc1ccco1. Product: O=C(Nc1ccc(Cl)cn1)c1ccccc1NC(=O)C1CCN(Cc2ccco2)CC1. RXN SMILES: [Cl:8][c:9]1[cH:10][cH:11][c:12]([NH:15][C:16]([c:17]2[c:18]([NH:23][C:24](=[O:25])[CH:26]3[CH2:27][CH2:28][NH:29][CH2:30][CH2:31]3)[cH:19][cH:20][cH:21][cH:22]2)=[O:32])[n:13][cH:14]1.[F:1][C:2]([F:3])([F:4])[C:5]([OH:6])=[O:7].[o:33]1[c:34]([CH:38]=[O:39])[cH:35][cH:36][cH:37]1>>[Cl:8][c:9]1[cH:10][cH:11][c:12]([NH:15][C:16]([c:17]2[c:18]([NH:23][C:24](=[O:25])[CH:26]3[CH2:27][CH2:28][N:29]([CH2:38][c:34]4[o:33][cH:37][cH:36][cH:35]4)[CH2:30][CH2:31]3)[cH:19][cH:20][cH:21][cH:22]2)=[O:32])[n:13][cH:14]1. The reactants are N1C=C(C=2C1=NC=CC2)CN2N=NC=1C2=NC(=CN1)Br (1-((1H-pyrrolo[2,3-b]pyridin-3-yl)methyl)-6-bromo-1H-[1,2,3]triazolo-[4,5-b]pyrazine), CN1N=CC(=C1)B1OC(C(O1)(C)C)(C)C (1-methyl-4-(4,4,5,5-tetramethyl-1,3,2-dioxaborolan-2-yl)-1H-pyrazole), C(=O)([O-])[O-].[Cs+].[Cs+] (Cs2CO3). Reagents/catalysts: C1=CC=C(C=C1)P([C-]2C=CC=C2)C3=CC=CC=C3.C1=CC=C(C=C1)P([C-]2C=CC=C2)C3=CC=CC=C3.Cl[Pd]Cl.[Fe+2] (PdCl2(dppf)). The solvent is O1CCOCC1.O (dioxane H2O). Run at temperature 80 celsius, time 8 hour. Product: N1C=C(C=2C1=NC=CC2)CN2N=NC=1C2=NC(=CN1)C=1C=NN(C1)C (1-((1H-Pyrrolo[2,3-b]pyridin-3-yl)methyl)-6-(1-methyl-1H-pyrazol-4-yl)-1H-[1,2,3]-triazolo[4,5-b]pyrazine). Yield: 38.8%. Reaction SMILES: [NH:1]1[C:5]2=[N:6][CH:7]=[CH:8][CH:9]=[C:4]2[C:3]([CH2:10][N:11]2[C:15]3=[N:16][C:17](Br)=[CH:18][N:19]=[C:14]3[N:13]=[N:12]2)=[CH:2]1.[CH3:21][N:22]1[CH:26]=[C:25](B2OC(C)(C)C(C)(C)O2)[CH:24]=[N:23]1.C([O-])([O-])=O.[Cs+].[Cs+]>O1CCOCC1.O.C1C=CC(P(C2C=CC=CC=2)[C-]2C=CC=C2)=CC=1.C1C=CC(P(C2C=CC=CC=2)[C-]2C=CC=C2)=CC=1.Cl[Pd]Cl.[Fe+2]>[NH:1]1[C:5]2=[N:6][CH:7]=[CH:8][CH:9]=[C:4]2[C:3]([CH2:10][N:11]2[C:15]3=[N:16][C:17]([C:25]4[CH:24]=[N:23][N:22]([CH3:21])[CH:26]=4)=[CH:18][N:19]=[C:14]3[N:13]=[N:12]2)=[CH:2]1 |f:2.3.4,5.6,7.8.9.10|. Reported procedure: The mixture of 1-((1H-pyrrolo[2,3-b]pyridin-3-yl)methyl)-6-bromo-1H-[1,2,3]triazolo-[4,5-b]pyrazine (46 mg, 0.14 mmol), 1-methyl-4-(4,4,5,5-tetramethyl-1,3,2-dioxaborolan-2-yl)-1H-pyrazole (77 mg, 0.35 mmol), PdCl2(dppf) (12 mg, 0.014 mmol) and Cs2CO3 (137 mg, 0.42 mmol) in dioxane/H2O (10:1, 8 mL) was stirred at 80° C. overnight. After being cooled to room temperature, the mixture was concentrated and purified by chromatography to afford the title compound (18 mg) MS (m/z): 332 (M+H). RXN SMILES: [CH2:17]([CH3:18])[N:19]([CH2:20][CH2:21][NH:22][C:23](=[O:24])[c:25]1[c:26]([CH3:33])[nH:27][c:28]([CH:31]=[O:32])[c:29]1[CH3:30])[CH2:34][CH3:35].[CH2:36]1[CH2:37][CH2:38][NH:39][CH2:40][CH2:41]1.[CH3:43][CH2:44][OH:45].[OH2:42].[n:1]1[cH:2][c:3](-[c:7]2[c:8]3[c:12]([cH:13][cH:14][cH:15]2)[NH:11][C:10](=[O:16])[CH2:9]3)[cH:4][cH:5][cH:6]1>>[n:1]1[cH:2][c:3](-[c:7]2[c:8]3[c:12]([cH:13][cH:14][cH:15]2)[NH:11][C:10](=[O:16])[C:9]3=[CH:31][c:28]2[nH:27][c:26]([CH3:33])[c:25]([C:23]([NH:22][CH2:21][CH2:20][N:19]([CH2:17][CH3:18])[CH2:34][CH3:35])=[O:24])[c:29]2[CH3:30])[cH:4][cH:5][cH:6]1. Starting materials: CCN(CC)CCNC(=O)c1c(C)[nH]c(C=O)c1C, C1CCNCC1, CCO, O, O=C1Cc2c(cccc2-c2cccnc2)N1. Yields the product CCN(CC)CCNC(=O)c1c(C)[nH]c(C=C2C(=O)Nc3cccc(-c4cccnc4)c32)c1C. Starting materials: C(C)N1C(C=C(C2=CC=C(C=C12)OC)C)(C)C (1-ethyl-7-methoxy-2,2,4-trimethyl-1,2-dihydroquinoline), Br (hydrobromic acid), [OH-].[Na+] (sodium hydroxide). Run in C(C)(=O)O (acetic acid). The product is C(C)N1C(C=C(C2=CC=C(C=C12)O)C)(C)C (1-ethyl-2,2,4-trimethyl-1,2-dihydroquinolin-7-ol). Isolated yield 112.0%. Reaction SMILES: [CH2:1]([N:3]1[C:12]2[C:7](=[CH:8][CH:9]=[C:10]([O:13]C)[CH:11]=2)[C:6]([CH3:15])=[CH:5][C:4]1([CH3:17])[CH3:16])[CH3:2].Br.[OH-].[Na+]>C(O)(=O)C>[CH2:1]([N:3]1[C:12]2[C:7](=[CH:8][CH:9]=[C:10]([OH:13])[CH:11]=2)[C:6]([CH3:15])=[CH:5][C:4]1([CH3:16])[CH3:17])[CH3:2] |f:2.3|. Procedure details: The compound 1-ethyl-7-methoxy-2,2,4-trimethyl-1,2-dihydroquinoline (5.72 g) from Example 2 was added to a mixture of concentrated hydrobromic acid (13 mL) and glacial acetic acid (13 mL). After the mixture was stirred at reflux for 6 hours, it was cooled with ice and neutralized with 10 N aqueous sodium hydroxide to pH 7. The mixture was then extracted with chloroform (3×50 ml) and dried over anhydrous sodium sulfate, then filtered and evaporated to give a sticky green oil as the crude product ... The reactants are [BH4-], CCO, CCn1nc(C)cc1C1CCN(CCC(=O)c2ccc(Cl)cc2)CC1, [Na+]. Yields the product CCn1nc(C)cc1C1CCN(CCC(O)c2ccc(Cl)cc2)CC1. As a reaction SMILES: [BH4-:26].[CH3:28][CH2:29][OH:30].[Cl:1][c:2]1[cH:3][cH:4][c:5]([C:8]([CH2:9][CH2:10][N:11]2[CH2:12][CH2:13][CH:14]([c:17]3[n:18]([CH2:23][CH3:24])[n:19][c:20]([CH3:22])[cH:21]3)[CH2:15][CH2:16]2)=[O:25])[cH:6][cH:7]1.[Na+:27]>>[Cl:1][c:2]1[cH:3][cH:4][c:5]([CH:8]([CH2:9][CH2:10][N:11]2[CH2:12][CH2:13][CH:14]([c:17]3[n:18]([CH2:23][CH3:24])[n:19][c:20]([CH3:22])[cH:21]3)[CH2:15][CH2:16]2)[OH:25])[cH:6][cH:7]1. Reactants: N1CCNCCC1 (homopiperazine), O.C1(=CC=C(C=C1)S(=O)(=O)O)C (p-toluene sulfonic acid monohydrate), NC=1C2=C(SC1C(=O)O)C=C(C=C2)F (3-amino-6-fluoro-benzo[b]thiophene-2-carboxylic acid). Solvent: C(C)(=O)OCC (ethyl acetate), CN1C(CCC1)=O (1-methyl-2-pyrrolidinone). The product is FC=1C=CC2=C(SC=C2N2CCNCCC2)C1 (1-(6-Fluoro-benzo[b]thiophen-3-yl)-[1,4]diazepane). RXN SMILES: [NH2:1][C:2]1[C:3]2[CH:13]=[CH:12][C:11]([F:14])=[CH:10][C:4]=2[S:5][C:6]=1C(O)=O.[NH:15]1[CH2:21][CH2:20][CH2:19]N[CH2:17][CH2:16]1.O.C1(C)C=CC(S(O)(=O)=O)=CC=1>CN1CCCC1=O.C(OCC)(=O)C>[F:14][C:11]1[CH:12]=[CH:13][C:3]2[C:2]([N:1]3[CH2:19][CH2:20][CH2:21][NH:15][CH2:16][CH2:17]3)=[CH:6][S:5][C:4]=2[CH:10]=1 |f:2.3|. Procedure: Heat a solution of 3-amino-6-fluoro-benzo[b]thiophene-2-carboxylic acid (5.0 g, 24 mmol) in 1-methyl-2-pyrrolidinone (5 ml) to 100° C. for 2 h., and then, introduce a stream of nitrogen, to cool the solution to room temperature. Add homopiperazine (9.5 g, 95 mmol) and p-toluene sulfonic acid monohydrate (9.0 g, 47 mmol) and heat the mixture to 145° C. for 4 h. After that time, cool the reaction mixture to room temperature, dilute with ethyl acetate (30 mL) and wash with brine (3×15 mL). Separate... Starting materials: CCOC(=O)C(C)(Cc1ccc(OCCC2CN(Cc3cccc(OC)c3)C(=O)N2C)cc1)Oc1ccccc1, CCO, [Na+], [OH-]. The product is COc1cccc(CN2CC(CCOc3ccc(CC(C)(Oc4ccccc4)C(=O)O)cc3)N(C)C2=O)c1. RXN SMILES: [CH2:1]([CH3:2])[O:3][C:4]([C:5]([CH2:6][c:7]1[cH:8][cH:9][c:10]([O:13][CH2:14][CH2:15][CH:16]2[N:17]([CH3:31])[C:18](=[O:30])[N:19]([CH2:21][c:22]3[cH:23][c:24]([O:28][CH3:29])[cH:25][cH:26][cH:27]3)[CH2:20]2)[cH:11][cH:12]1)([O:32][c:33]1[cH:34][cH:35][cH:36][cH:37][cH:38]1)[CH3:39])=[O:40].[CH3:43][CH2:44][OH:45].[Na+:42].[OH-:41]>>[O:3]=[C:4]([C:5]([CH2:6][c:7]1[cH:8][cH:9][c:10]([O:13][CH2:14][CH2:15][CH:16]2[N:17]([CH3:31])[C:18](=[O:30])[N:19]([CH2:21][c:22]3[cH:23][c:24]([O:28][CH3:29])[cH:25][cH:26][cH:27]3)[CH2:20]2)[cH:11][cH:12]1)([O:32][c:33]1[cH:34][cH:35][cH:36][cH:37][cH:38]1)[CH3:39])[OH:40]. Reactants: CC1=C(C(=CC=C1)C(C)(C)C)O (2-methyl-6-tert-butylphenol), [H][H] (hydrogen), N (ammonia), [OH-].[NH4+] (ammonium hydroxide). Reagents/catalysts: [Pd] (palladium). Conditions: temperature 200 celsius, time 15 hour. Yields the product CC1=C(N)C(=CC=C1)C(C)(C)C (2-methyl-6-tert-butyl aniline). Reaction SMILES: [CH3:1][C:2]1[CH:7]=[CH:6][CH:5]=[C:4]([C:8]([CH3:11])([CH3:10])[CH3:9])[C:3]=1O.[NH3:13].[OH-].[NH4+].[H][H]>[Pd]>[CH3:1][C:2]1[CH:7]=[CH:6][CH:5]=[C:4]([C:8]([CH3:11])([CH3:10])[CH3:9])[C:3]=1[NH2:13] |f:2.3|. Procedure: In a pressure reaction vessel was placed one mole part of 2-methyl-6-tert-butylphenol and 0.0045 mole part of palladium (5 weight per cent palladium on charcoal). Then, 3 mole parts of ammonia were added as 29 per cent aqueous ammonium hydroxide. The vessel was sealed and pressurized with hydrogen to 1,000 psig and heated to 200°C. Hydrogenation was continued until a total pressure drop of 820 psi was obtained. A sample was withdrawn and analyzed by gas chromatography at this point and found to ...